This data is from the Open Reaction Database (ORD), a public repository of structured organic reaction records. The task is: describe an organic reaction: reactants, conditions, products, and yield Starting materials: [BH4-], CC(C)[O-], CC(C)[O-], CC(C)[O-], CC(C)[O-], COC1(c2ccc(F)cc2)CCC(=O)CC1, O=C(OCc1ccccc1)N1CCNCC1, [Na+], [Ti+4]. Yields the product COC1(c2ccc(F)cc2)CCC(C2CNCCN2C(=O)OCc2ccccc2)CC1. Reaction SMILES: [BH4-:33].[CH3:35][CH:36]([CH3:37])[O-:38].[CH3:40][CH:41]([CH3:42])[O-:43].[CH3:44][CH:45]([CH3:46])[O-:47].[CH3:48][CH:49]([CH3:50])[O-:51].[F:1][c:2]1[cH:3][cH:4][c:5]([C:8]2([O:15][CH3:16])[CH2:9][CH2:10][C:11](=[O:14])[CH2:12][CH2:13]2)[cH:6][cH:7]1.[N:17]1([C:23](=[O:24])[O:25][CH2:26][c:27]2[cH:28][cH:29][cH:30][cH:31][cH:32]2)[CH2:18][CH2:19][NH:20][CH2:21][CH2:22]1.[Na+:34].[Ti+4:39]>>[F:1][c:2]1[cH:3][cH:4][c:5]([C:8]2([O:15][CH3:16])[CH2:9][CH2:10][CH:11]([CH:18]3[N:17]([C:23](=[O:24])[O:25][CH2:26][c:27]4[cH:28][cH:29][cH:30][cH:31][cH:32]4)[CH2:22][CH2:21][NH:20][CH2:19]3)[CH2:12][CH2:13]2)[cH:6][cH:7]1.